From a dataset of the Open Reaction Database (ORD), a public repository of structured organic reaction records. describe an organic reaction: reactants, conditions, products, and yield Starting materials: N[C@H]1CC[C@H](CC1)C(=O)OCC (cis-ethyl 4-aminocyclohexanecarboxylate), FC1=CC=C(C(=O)\N=C\2/NC3=C(N2[C@H]2CC[C@H](CC2)C(=O)OC)C=C(C=C3)CO)C=C1 (cis-methyl 4-((E)-2-(4-fluorobenzoylimino)-6-(hydroxymethyl)-2,3-dihydro-1H-benzo[d]imidazol-1-yl)cyclohexanecarboxylate). The product is FC1=CC=C(C(=O)NC2=NC3=C(N2[C@H]2CC[C@H](CC2)C(=O)OCC)C=C(C=C3)CO)C=C1 (cis-Ethyl 4-(2-(4-fluorobenzamido)-6-(hydroxymethyl)-1H-benzo[D]imidazol-1-yl)cyclohexanecarboxylate). Reaction SMILES: [NH2:1][C@@H:2]1[CH2:7][CH2:6][C@H:5]([C:8]([O:10][CH2:11][CH3:12])=[O:9])[CH2:4][CH2:3]1.[F:13][C:14]1[CH:43]=[CH:42][C:17]([C:18](/[N:20]=[C:21]2\NC3C=CC(CO)=CC=3[N:25]\2[C@@H:26]2[CH2:31][CH2:30][C@H:29]([C:32](OC)=[O:33])[CH2:28][CH2:27]2)=[O:19])=[CH:16][CH:15]=1>>[F:13][C:14]1[CH:43]=[CH:42][C:17]([C:18]([NH:20][C:21]2[N:1]([C@@H:2]3[CH2:3][CH2:4][C@H:5]([C:8]([O:10][CH2:11][CH3:12])=[O:9])[CH2:6][CH2:7]3)[C:31]3[CH:30]=[C:29]([CH2:32][OH:33])[CH:28]=[CH:27][C:26]=3[N:25]=2)=[O:19])=[CH:16][CH:15]=1. Procedure details: The title compound was prepared in 6 steps from cis-ethyl 4-aminocyclohexanecarboxylate using a method analogous to the preparation of cis-methyl 4-((E)-2-(4-fluorobenzoylimino)-6-(hydroxymethyl)-2,3-dihydro-1H-benzo[d]imidazol-1-yl)cyclohexanecarboxylate. MS m/z=440.2 [M+H]. Calc'd for C24H26FN3O4: 439.2.